Dataset: the Open Reaction Database (ORD), a public repository of structured organic reaction records. Task: describe an organic reaction: reactants, conditions, products, and yield Reactants: C(C1=CC=CC=C1)N1C(C(C(C=C1)=O)=C(SC)SC)=O (1-benzyl-3-[bis(methylthio)methylene]pyridine-2,4(1H,3H)-dione), NC1=C(C=C(C=C1)NS(=O)(=O)C)S(=O)(=O)N (2-amino-5-[(methylsulfonyl)amino]benzenesulfonamide). The solvent is O1CCOCC1 (1,4-dioxane). Yields the product C(C1=CC=CC=C1)N1C(C(=C(C=C1)O)C1=NS(C2=C(N1)C=CC(=C2)NS(=O)(=O)C)(=O)=O)=O (N-[3-(1-benzyl-4-hydroxy-2-oxo-1,2-dihydropyridin-3-yl)-1,1-dioxido-4H-1,2,4-benzothiadiazin-7-yl]methanesulfonamide). RXN SMILES: [CH2:1]([N:8]1[CH:13]=[CH:12][C:11](=[O:14])[C:10](=[C:15](SC)SC)[C:9]1=[O:20])[C:2]1[CH:7]=[CH:6][CH:5]=[CH:4][CH:3]=1.[NH2:21][C:22]1[CH:27]=[CH:26][C:25]([NH:28][S:29]([CH3:32])(=[O:31])=[O:30])=[CH:24][C:23]=1[S:33]([NH2:36])(=[O:35])=[O:34]>O1CCOCC1>[CH2:1]([N:8]1[CH:13]=[CH:12][C:11]([OH:14])=[C:10]([C:15]2[NH:21][C:22]3[CH:27]=[CH:26][C:25]([NH:28][S:29]([CH3:32])(=[O:30])=[O:31])=[CH:24][C:23]=3[S:33](=[O:35])(=[O:34])[N:36]=2)[C:9]1=[O:20])[C:2]1[CH:3]=[CH:4][CH:5]=[CH:6][CH:7]=1. Isolated yield 13.7%. Procedure details: A solution of the product of Example 426B (0.028 g, 0.092 mmol) and the product of Example 425D (0.025 g, 0.092 mmol) in 1,4-dioxane was heated at 100° C. for 40 minutes. The solvent was removed under a stream of with warm nitrogen and the residue was triturated with water and ethyl acetate. The precipitate in the organic layer was filtered and dried to yield the title compound (0.006 g, 12%). MS (ESI−) m/z 473 (M−H)−. 1H NMR (500 MHz, DMSO-D6) δ 3.06 (s, 3 H) 5.21 (s, 2 H) 6.38 (d, J=4.88 Hz, 1...